This data is from the Open Reaction Database (ORD), a public repository of structured organic reaction records. The task is: describe an organic reaction: reactants, conditions, products, and yield The reactants are CC(C)(C)OC([C@@H](NC(=O)OCC1=CC=CC=C1)CC1=CNC2=CC=CC=C12)=O (N-[(phenylmethoxy)carbonyl]-L-tryptophan 1,1-dimethylethyl ester). Solvent: CCO (EtOH), C(Cl)(Cl)Cl (CHCl3). The product is CC(C)(C)OC([C@@H](N)CC1=CNC2=CC=CC=C12)=O (L-tryptophan-1,1-dimethylethyl ester). The yield is 71.2%. RXN SMILES: [CH3:1][C:2]([O:5][C:6](=[O:29])[C@H:7]([CH2:19][C:20]1[C:28]2[C:23](=[CH:24][CH:25]=[CH:26][CH:27]=2)[NH:22][CH:21]=1)[NH:8]C(OCC1C=CC=CC=1)=O)([CH3:4])[CH3:3]>CCO.C(Cl)(Cl)Cl>[CH3:4][C:2]([O:5][C:6](=[O:29])[C@H:7]([CH2:19][C:20]1[C:28]2[C:23](=[CH:24][CH:25]=[CH:26][CH:27]=2)[NH:22][CH:21]=1)[NH2:8])([CH3:1])[CH3:3]. Procedure details: To a solution of N-[(phenylmethoxy)carbonyl]-L-tryptophan 1,1-dimethylethyl ester (36 g; 98 mmol) in EtOH (150 mL) Pd/C 10% (5 g) was added. A H2 atmosphere was set and hydrogenation was performed with the aid of a Venturi type stirrer. Reaction conversion was estimated by HPLC (Chromatographic method L/46). After 6 h at r.t. the suspension was filtered through paper, then through Millipore® HA 0.45 μm and the filtrate was concentrated under reduced pressure to give a crude oil. The crude was di... The reactants are diazo, S(=O)(=O)([O-])[O-] (sulfate), S([O-])(O)=O.[Na+] (sodium bisulfite), Cl (hydrochloric acid), C1(=CC=CC=C1)S(=O)(=O)C1=C(N)C=CC=C1 (2-(phenylsulfonyl)aniline), N(=O)[O-].[Na+] (sodium nitrite), Cl (hydrochloric acid). The solvent is O (water). Conditions: time 15 minute. Product: C1(=CC=CC=C1)S(=O)(=O)C1=C(C=CC=C1)S(=O)(=O)Cl (2-(Phenylsulfonyl)benzenesulfonyl chloride). The yield is 66.0%. Reaction SMILES: [C:1]1([S:7]([C:10]2[CH:16]=[CH:15][CH:14]=[CH:13][C:11]=2N)(=[O:9])=[O:8])[CH:6]=[CH:5][CH:4]=[CH:3][CH:2]=1.N([O-])=O.[Na+].[S:21]([O-:25])([O-])(=O)=[O:22].S(=O)(O)[O-].[Na+].[ClH:31]>O>[C:1]1([S:7]([C:10]2[CH:16]=[CH:15][CH:14]=[CH:13][C:11]=2[S:21]([Cl:31])(=[O:25])=[O:22])(=[O:9])=[O:8])[CH:6]=[CH:5][CH:4]=[CH:3][CH:2]=1 |f:1.2,4.5|. Procedure details: To a solution of 2-(phenylsulfonyl)aniline (2.33 g, (10 mmol) in 30% aqueous hydrochloric acid (4 mL) was added 40% aqueous sodium nitrite (4 mL) at 0-5° C. After 15 minute, to the diazo solution were added 30% aqueous hydrochloric acid (10 mL), cooper sulfate (50 mg) and 40% aqueous sodium bisulfite (10 mL) at 5-10° C. The mixture was stirred for 30 minutes and additional water (30 mL) was added. The mixture was extracted into dichloromethane (3×40 mL) and the dichloromethane solution was washe... Reactants: C(C=C)C1C(CC2=CC=C(C(=C2C1)OC)OC)=O (Racemic 3-Allyl-5,6-dimethoxy-3,4-dihydro-1H-naphthalen-2-one), CN (methylamine), CC(=O)O (AcOH). Solvent: C1(=CC=CC=C1)C (toluene). Reaction conditions: temperature 120 celsius. Yields the product COC1=C(C=CC2=C1CC1CC(N(C1=C2)C)=O)OC (Racemic 5,6-dimethoxy-1-methyl-1,3,3a,4-tetrahydro-benzo[f]indol-2-one). As a reaction SMILES: C([CH:4]1[CH2:13][C:12]2[C:7](=[CH:8][CH:9]=[C:10]([O:16][CH3:17])[C:11]=2[O:14][CH3:15])[CH2:6][C:5]1=O)C=C.[CH3:19][NH2:20].[CH3:21][C:22]([OH:24])=O>C1(C)C=CC=CC=1>[CH3:15][O:14][C:11]1[C:12]2[CH2:13][CH:4]3[C:5](=[CH:6][C:7]=2[CH:8]=[CH:9][C:10]=1[O:16][CH3:17])[N:20]([CH3:19])[C:22](=[O:24])[CH2:21]3. Procedure details: To a stirred solution of Intermediate I (830 mg) in toluene (7 mL) in a microwave reactor vial was added a solution of methylamine (0.75 mL, 8 M in EtOH) and AcOH (0.34 mL) was added. The reactor was sealed and the mixture was heated at 120° C. for 15 min under microwave irradiation. The solution was concentrated in vacuo and the residue was dried in vacuo. The crude product was purified by silica gel chromatography (EtOAc/heptane). Yield: 210 mg of compound 12 as an oil.